From a dataset of the Open Reaction Database (ORD), a public repository of structured organic reaction records. describe an organic reaction: reactants, conditions, products, and yield The reactants are ice water, COC1=CC=C(C=C1)N (p-anisidine), CN(C1=CC=C(C(=O)Cl)C=C1)C (4-dimethylamino-benzoic acid chloride), P12(=S)SP3(=S)SP(=S)(S1)SP(=S)(S2)S3 (phosphorus pentasulfide). Run in N1=CC=CC=C1 (pyridine). Conditions: temperature 30 celsius, time 1 hour. Product: CN(C1=CC=C(C=C1)C(NC1=CC=C(C=C1)OC)=S)C (4-dimethylamino-N-(4'-methoxyphenyl)-benzenecarbothiamide). Isolated yield 63.5%. As a reaction SMILES: [CH3:1][O:2][C:3]1[CH:8]=[CH:7][C:6]([NH2:9])=[CH:5][CH:4]=1.[CH3:10][N:11]([CH3:21])[C:12]1[CH:20]=[CH:19][C:15]([C:16](Cl)=O)=[CH:14][CH:13]=1.P12(SP3(SP(SP(S3)(S1)=S)(=S)S2)=S)=[S:23]>N1C=CC=CC=1>[CH3:10][N:11]([CH3:21])[C:12]1[CH:20]=[CH:19][C:15]([C:16](=[S:23])[NH:9][C:6]2[CH:7]=[CH:8][C:3]([O:2][CH3:1])=[CH:4][CH:5]=2)=[CH:14][CH:13]=1. Reported procedure: 13.6 g of p-anisidine were added to a solution of 22.2 g of 4-dimethylamino-benzoic acid chloride in 84 ml of anhydrous pyridine and the mixture was refluxed for one hour and cooled to 30° C. 33 g of phosphorus pentasulfide were added to the mixture which was refluxed for 2 hours and was then poured into an ice water-concentrated hydrochloric acid mixture. The mixture was stirred for one hour and was vacuum filtered and the product was washed with 0.1N hydrochloric acid. A mixture of the product... The product is C(#N)C1=NC=C(C=N1)C=1C=C2C(=C(C=NC2=CC1)C(=O)C1CC1)N[C@@H]1CC[C@H](CC1)NC(OC(C)(C)C)=O (tert-Butyl trans-4-[6-(2-cyanopyrimidin-5-yl)-3-(cyclopropanecarbonyl)quinolin-4-ylamino]cyclohexylcarbamate). Reported procedure: Following general procedure D, tert-butyl trans-4-[6-bromo-3-(cyclopropanecarbonyl)quinolin-4-ylamino]cyclohexylcarbamate (49 mg, 0.100 mmol) was reacted with 5-(4,4,5,5-tetramethyl-1,3,2-dioxaborolan-2-yl)pyrimidine-2-carbonitrile (46 mg, 0.200 mmol) to afford the crude product (52 mg): ESI MS m/z 513 [C29H32N6O3+H]+. Starting materials: BrC=1C=C2C(=C(C=NC2=CC1)C(=O)C1CC1)N[C@@H]1CC[C@H](CC1)NC(OC(C)(C)C)=O (tert-butyl trans-4-[6-bromo-3-(cyclopropanecarbonyl)quinolin-4-ylamino]cyclohexylcarbamate), CC1(OB(OC1(C)C)C=1C=NC(=NC1)C#N)C (5-(4,4,5,5-tetramethyl-1,3,2-dioxaborolan-2-yl)pyrimidine-2-carbonitrile). RXN SMILES: Br[C:2]1[CH:3]=[C:4]2[C:9](=[CH:10][CH:11]=1)[N:8]=[CH:7][C:6]([C:12]([CH:14]1[CH2:16][CH2:15]1)=[O:13])=[C:5]2[NH:17][C@H:18]1[CH2:23][CH2:22][C@H:21]([NH:24][C:25](=[O:31])[O:26][C:27]([CH3:30])([CH3:29])[CH3:28])[CH2:20][CH2:19]1.CC1(C)C(C)(C)OB([C:40]2[CH:41]=[N:42][C:43]([C:46]#[N:47])=[N:44][CH:45]=2)O1>>[C:46]([C:43]1[N:44]=[CH:45][C:40]([C:2]2[CH:3]=[C:4]3[C:9](=[CH:10][CH:11]=2)[N:8]=[CH:7][C:6]([C:12]([CH:14]2[CH2:16][CH2:15]2)=[O:13])=[C:5]3[NH:17][C@H:18]2[CH2:19][CH2:20][C@H:21]([NH:24][C:25](=[O:31])[O:26][C:27]([CH3:30])([CH3:28])[CH3:29])[CH2:22][CH2:23]2)=[CH:41][N:42]=1)#[N:47]. Isolated yield 101.4%. Starting materials: C(C)C(C(=O)OCC)C(=O)OCC (diethyl ethylmalonate), [H-].[Na+] (sodium hydride), C(C=C)Br (allyl bromide). Run in C1CCOC1 (THF). Reaction conditions: time 75 minute. Product: C(C)OC(C(C(=O)OCC)(CC)CC=C)=O (2-allyl-2-ethylmalonic acid diethyl ester). RXN SMILES: [CH2:1]([CH:3]([C:9]([O:11][CH2:12][CH3:13])=[O:10])[C:4]([O:6][CH2:7][CH3:8])=[O:5])[CH3:2].[H-].[Na+].[CH2:16](Br)[CH:17]=[CH2:18]>C1COCC1>[CH2:7]([O:6][C:4](=[O:5])[C:3]([CH2:18][CH:17]=[CH2:16])([CH2:1][CH3:2])[C:9]([O:11][CH2:12][CH3:13])=[O:10])[CH3:8] |f:1.2|. Reported procedure: To a stirred solution of diethyl ethylmalonate (43.0 mL, 0.228 mol) in THF (500 mL) at 0° C. was added sodium hydride (60%; 9.2 g, 0.228 mol) in portions. The mixture was warmed to rt and stirred at rt for 75 min, and was added allyl bromide (23.9 mL, 0.275 mol). The reaction was stirred at rt for 4 h, and then cooled to 0° C. and quenched with water (400 mL) and 6 N hydrochloric acid (80 mL). The product was extracted with diethyl ether (4×200 mL), and the extracts were washed with brine (2×200... Starting materials: FC1(CC(CC1)C(=O)N(C)OC)F ((rac)-3,3-difluoro-N-methoxy-N-methylcyclopentane-carboxamide), C[Mg]Br (methylmagnesium bromide), C(C)OCC (diethyl ether). The solvent is C1CCOC1 (THF). Run at time 1.5 hour. The product is FC1(CC(CC1)C(C)=O)F ((rac)-1-(3,3-difluorocyclopentyl)ethanone). Reaction SMILES: [F:1][C:2]1([F:13])[CH2:6][CH2:5][CH:4]([C:7](N(OC)C)=[O:8])[CH2:3]1.[CH3:14][Mg]Br.C(OCC)C>C1COCC1>[F:1][C:2]1([F:13])[CH2:6][CH2:5][CH:4]([C:7](=[O:8])[CH3:14])[CH2:3]1. Procedure: To a solution of (rac)-3,3-difluoro-N-methoxy-N-methylcyclopentane-carboxamide (1.90 g, 9.83 mmol) in 20 mL THF at 0° C. was added methylmagnesium bromide 3.0 m in diethyl ether (6.56 mL, 19.67 mmol) slowly dropwise. The reaction mixture became white and cloudy. After 1.5 h, the reaction mixture was quenched carefully with ice and 1N HCl, and diluted with Et2O. The organic layer was washed with brine, dried over magnesium sulfate, filtered, and concentrated in vacuo to give (rac)-1-(3,3-difluoro... Procedure details: An oven dried 250 mL 3 neck r.b.f. equipped with an internal thermometer was charged with diethyl ether (180 mL) and titanium tetrachloride, 1.0 M in dichloromethane (20.5 mL, 20.5 mmoles) under an Argon atmosphere. The solution was cooled in a CO2(a)/acetone −78° C. bath and methyl lithium, 1.6 M in diethyl ether (12.8 mL, 20.5 mmoles) was added via a syringe at a rate such that the internal temperature was </=−50° C. The resultant anion solution was stirred at −50° C. for 1 hour, at which time... Reaction conditions: temperature -50 celsius. Yields the product ClC1=NC=C(C(=C1)C(C)O)[N+](=O)[O-] (1-(2-chloro-5-nitropyridin-4-yl)ethanol). Reaction SMILES: Cl[CH2:2]Cl.C[Li].[Cl:6][C:7]1[CH:8]=[C:9]([C:12]([N+:15]([O-:17])=[O:16])=[CH:13][N:14]=1)[CH:10]=[O:11].O>C(OCC)C.[Ti](Cl)(Cl)(Cl)Cl>[Cl:6][C:7]1[CH:8]=[C:9]([CH:10]([OH:11])[CH3:2])[C:12]([N+:15]([O-:17])=[O:16])=[CH:13][N:14]=1. The solvent is C(C)OCC (diethyl ether), C(C)OCC (diethyl ether), C(C)OCC (diethyl ether), C(C)OCC (Diethyl ether). Reactants: ClCCl (dichloromethane), CO2(a) acetone, C[Li] (methyl lithium), O (H2O), ClC=1C=C(C=O)C(=CN1)[N+](=O)[O-] (2-chloro-5-nitroisonicotinaldehyde). Yield: 99.7%. The reagents and catalysts are [Ti](Cl)(Cl)(Cl)Cl (titanium tetrachloride).